This data is from the Open Reaction Database (ORD), a public repository of structured organic reaction records. The task is: describe an organic reaction: reactants, conditions, products, and yield The product is ClC1=CC=C2C(=N1)SC(=C2)I (6-Chloro-2-iodothieno[2,3-b]pyridine). RXN SMILES: [Cl:1][C:2]1[N:7]=[C:6]2[S:8][CH:9]=[CH:10][C:5]2=[CH:4][CH:3]=1.C1C(=O)N([I:18])C(=O)C1.OS(C(F)(F)F)(=O)=O.C(=O)([O-])[O-].[Na+].[Na+]>>[Cl:1][C:2]1[N:7]=[C:6]2[S:8][C:9]([I:18])=[CH:10][C:5]2=[CH:4][CH:3]=1 |f:3.4.5|. Run at time 4 hour. The reactants are ClC1=CC=C2C(=N1)SC=C2 (6-Chlorothieno[2,3-b]pyridine), C([O-])([O-])=O.[Na+].[Na+] (sodium carbonate), C1CC(=O)N(C1=O)I (NIS), OS(=O)(=O)C(F)(F)F (Triflic acid). Procedure details: To a flask charged with 6-Chlorothieno[2,3-b]pyridine (500 mg, 3.0 mmol) and a stir bar was added NIS (800 mg, 3.5 mmol) and Triflic acid (5 mL). The mixture was monitored by TLC and allowed to stir at RT for 4 hours. The reaction was poured into ice, neutralized with aqueous sodium carbonate, extracted with DCM, dried over sodium sulfate, concentrated and purified by flash chromatography (Hex: EtOAc gradient) to obtain the title product. LC-MS (IE, m/z): 296 [M+1]+. Reactants: [OH-].[K+] (potassium hydroxide), CC1CCC(N1)=O (5-methyl-2-pyrrolidinone), P(=O)(Cl)(Cl)Cl (phosphorus oxychloride), ClCCCl (1,2-dichloroethane), C1=CC=CC=2SC3=CC=CC=C3NC12 (phenothiazine), ClCCCl (1,2-dichloroethane). The product is Cl.CS1C=2C=CC=C(C2NC2=CC=CC=C12)C1=NC(CC1)C (5-METHYL-1-(5-METHYL-1 -PYRROLIN-2-YL]PHENOTHIAZINE HYDROCHLORIDE). The yield is 17.0%. Reaction SMILES: [CH3:1][CH:2]1[NH:6][C:5](=O)[CH2:4][CH2:3]1.P(Cl)(Cl)([Cl:10])=O.[CH:13]1[C:26]2[NH:25][C:24]3[C:19](=[CH:20][CH:21]=[CH:22][CH:23]=3)[S:18][C:17]=2[CH:16]=[CH:15][CH:14]=1.[OH-].[K+].Cl[CH2:30]CCl>>[ClH:10].[CH3:30][SH:18]1[C:17]2[C:26](=[CH:13][CH:14]=[CH:15][CH:16]=2)[NH:25][C:24]2[C:23]([C:5]3[CH2:4][CH2:3][CH:2]([CH3:1])[N:6]=3)=[CH:22][CH:21]=[CH:20][C:19]1=2 |f:3.4,6.7|. Procedure: A mixture of 5-methyl-2-pyrrolidinone (6.0 g., 0.06 mole), phosphorus oxychloride (9.2 g., 0.06 mole) in 60 ml. of 1,2-dichloroethane is refluxed for 10 min. A solution of phenothiazine (6.0 g., 0.03 mole) in 20 ml. of 1,2-dichloroethane is added at the end of the reflux period and the reaction mixture stirred and refluxed for 20 hr., and then poured onto 20 ml. of 5N potassium hydroxide and 20 g. of crushed ice. The 1,2-dichloroethane layer is separated and extracted with 30 ml. of 1.5N hydroch... The reactants are CNC=1SC(=C(N1)C)C=1N=C2N(C=CC(=C2)C)C1 (2-(2-methylamino-4-methylthiazol-5-yl)-7-methylimidazo[1,2-a]pyridine), C([O-])([O-])=O.[K+].[K+] (potassium carbonate), Br.[NH+]1=CC=CC=C1 (pyridinium hydrobromide), O (water). Solvent: C(C)(=O)O (acetic acid), O1CCCC1 (tetrahydrofuran). The product is CNC=1SC(=C(N1)C)C=1N=C2N(C=CC(=C2)C)C1Br (2-(2-methylamino-4-methylthiazol-5-yl)-3-bromo-7-methylimidazo[1,2-a]pyridine). Reaction SMILES: [CH3:1][NH:2][C:3]1[S:4][C:5]([C:9]2[N:10]=[C:11]3[CH:16]=[C:15]([CH3:17])[CH:14]=[CH:13][N:12]3[CH:18]=2)=[C:6]([CH3:8])[N:7]=1.[BrH:19].[NH+]1C=CC=CC=1.O.C(=O)([O-])[O-].[K+].[K+]>C(O)(=O)C.O1CCCC1>[CH3:1][NH:2][C:3]1[S:4][C:5]([C:9]2[N:10]=[C:11]3[CH:16]=[C:15]([CH3:17])[CH:14]=[CH:13][N:12]3[C:18]=2[Br:19])=[C:6]([CH3:8])[N:7]=1 |f:1.2,4.5.6|. Procedure: To a solution of 2-(2-methylamino-4-methylthiazol-5-yl)-7-methylimidazo[1,2-a]pyridine (1.92 g) in a mixture of acetic acid (14 ml) and tetrahydrofuran (10 ml) was added pyridinium hydrobromide perbromide (2.6 g) at ambient temperature and the mixture was stirred for an hour. The reaction mixture was poured into water and the resultant aqueous solution was adjusted to pH 7.5 with saturated potassium carbonate. The product was extracted with chloroform and the extract was dried over magnesium sul... The reactants are C12C(C3CC(CC(C1)C3)C2)=NO (2-adamantanone oxime), [OH-].[Na+] (sodium hydroxide), C1(=CC=CC=C1)S(=O)(=O)Cl (benzenesulfonyl chloride). Run at temperature 55 celsius, time 2 hour. The product is CCCCC(CCCCCC)=O (undecan-5-one). Reaction SMILES: [CH:1]12[CH2:10][CH:5]3[CH2:6][CH:7]([CH2:9][CH:3]([CH2:4]3)C1=NO)[CH2:8]2.[C:13]1(S(Cl)(=O)=O)C=CC=C[CH:14]=1.[OH-:23].[Na+]>>[CH3:13][CH2:14][CH2:6][CH2:5][C:10](=[O:23])[CH2:1][CH2:8][CH2:7][CH2:9][CH2:3][CH3:4] |f:2.3|. Reported procedure: To a suspension of 3 grams (18 mmol) of 2-adamantanone oxime in 36 ml of 20% aqueous sodium hydroxide were added 5 grams (28 mmol) of benzenesulfonyl chloride with vigorous stirring at a temperature of 20°-30° C. The temperature was maintained below 30° C. until the exothermic reaction ceased, then raised to 55° C. and held there for 2 hours. The reaction mixture was worked up leaving 2 grams of 4-azatricyclo[4.3.1.13,8 ]undecan-5-one as white crystals melting at 306°-308° C. (recrystallized fro... The reactants are ClCC(=O)C1=CC(=C(C=C1)O)C=NC(C)(C)C (2-Chloro-1-[3-[[(1,1-dimethylethyl)imino]methyl]-4-hydroxyphenyl]ethanone), CC(C)O (2-propanol), CC(C)(N)C (1,1-dimethylethanamine), Cl (hydrochloric acid), CC(C)O (2-propanol). Yields the product Cl.CC(C)(C)NCC(=O)C=1C=CC(=C(C=O)C1)O (5-[[(1,1-dimethylethyl) amino]acetyl]-2-hydroxybenzaldehyde hydrochloride). As a reaction SMILES: [Cl:1][CH2:2][C:3]([C:5]1[CH:10]=[CH:9][C:8]([OH:11])=[C:7]([CH:12]=NC(C)(C)C)[CH:6]=1)=[O:4].[CH3:18][C:19]([CH3:22])([NH2:21])[CH3:20].Cl.CC([OH:27])C>>[ClH:1].[CH3:18][C:19]([NH:21][CH2:2][C:3]([C:5]1[CH:10]=[CH:9][C:8]([OH:11])=[C:7]([CH:6]=1)[CH:12]=[O:27])=[O:4])([CH3:22])[CH3:20] |f:4.5|. Reported procedure: 2-Chloro-1-[3-[[(1,1-dimethylethyl)imino]methyl]-4-hydroxyphenyl]ethanone (10 g) is suspended in 2-propanol (60 ml) with stirring at room temperature under an inert atmosphere. This slurry is treated with 1,1-dimethylethanamine (16.4 ml) and heated at reflux for 1 hour then treated with a mixture of 12M hydrochloric acid (13.0 ml) and 2-propanol (20 ml). The reaction mixture is allowed to cool to room temperature and stir for an additional 18 hours. Filtration of the reaction mixture affords (6.... The reactants are [H-].[Na+] (sodium hydride), C(C)(=O)C(C(=O)OCC)=C(CC(=O)OCC)NCC1=CC=CC=C1 (diethyl 2-acetyl-3-benzylamino-2-pentenedioate), CI (methyl iodide). The product is C(C)(=O)C(C(=O)OCC)=C(C(C(=O)OCC)C)NCC1=CC=CC=C1 (diethyl 2-acetyl-3-benzylamino-4-methyl-2-pentenedioate). RXN SMILES: [H-].[Na+].[C:3]([C:6](=[C:12]([NH:19][CH2:20][C:21]1[CH:26]=[CH:25][CH:24]=[CH:23][CH:22]=1)[CH2:13][C:14]([O:16][CH2:17][CH3:18])=[O:15])[C:7]([O:9][CH2:10][CH3:11])=[O:8])(=[O:5])[CH3:4].[CH3:27]I>>[C:3]([C:6](=[C:12]([NH:19][CH2:20][C:21]1[CH:22]=[CH:23][CH:24]=[CH:25][CH:26]=1)[CH:13]([CH3:27])[C:14]([O:16][CH2:17][CH3:18])=[O:15])[C:7]([O:9][CH2:10][CH3:11])=[O:8])(=[O:5])[CH3:4] |f:0.1|. Reported procedure: In the same manner as in Reference Example 4-2-(1) but using 60 % sodium hydride (88 mg; 2.2 mmole), diethyl 2-acetyl-3-benzylamino-2-pentenedioate (333 mg; 1 mmole) and methyl iodide (156 mg; 1.1 mmole), there was produced diethyl 2-acetyl-3-benzylamino-4-methyl-2-pentenedioate. Starting materials: COCC(=O)O (methoxyacetic acid), ON1N=NC2=C1C=CC=C2 (1-hydroxybenzotriazole), Cl.C(C)N=C=NCCCN(C)C (1-ethyl-3-(3-dimethylaminopropyl)-carbodiimide hydrochloride), NC=1C=CC2=C(C(=C(O2)C(=O)NC2=NC=C(C=C2)Cl)NC(=O)[C@@H]2CC[C@H](CC2)N(C)C)C1 (Trans-5-amino-3-[4-(dimethylamino)cyclohexylcarbonylamino]-N-(5-chloropyridin-2-yl)benzofuran-2-carboxamide), C(O)([O-])=O.[Na+] (sodium hydrogen carbonate). The solvent is CN(C=O)C (N,N-dimethylformamide). Reaction conditions: time 17 hour. Product: COCC(=O)NC=1C=CC2=C(C(=C(O2)C(=O)NC2=NC=C(C=C2)Cl)NC(=O)[C@@H]2CC[C@H](CC2)N(C)C)C1 (trans-5-methoxyacetylamino-3-[4-(dimethylamino)cyclohexylcarbonylamino]-N-(5-chloropyridin-2-yl)benzofuran-2-carboxamide). RXN SMILES: [NH2:1][C:2]1[CH:3]=[CH:4][C:5]2[O:9][C:8]([C:10]([NH:12][C:13]3[CH:18]=[CH:17][C:16]([Cl:19])=[CH:15][N:14]=3)=[O:11])=[C:7]([NH:20][C:21]([C@H:23]3[CH2:28][CH2:27][C@H:26]([N:29]([CH3:31])[CH3:30])[CH2:25][CH2:24]3)=[O:22])[C:6]=2[CH:32]=1.[CH3:33][O:34][CH2:35][C:36](O)=[O:37].ON1C2C=CC=CC=2N=N1.Cl.C(N=C=NCCCN(C)C)C.C(=O)([O-])O.[Na+]>CN(C)C=O>[CH3:33][O:34][CH2:35][C:36]([NH:1][C:2]1[CH:3]=[CH:4][C:5]2[O:9][C:8]([C:10]([NH:12][C:13]3[CH:18]=[CH:17][C:16]([Cl:19])=[CH:15][N:14]=3)=[O:11])=[C:7]([NH:20][C:21]([C@H:23]3[CH2:28][CH2:27][C@H:26]([N:29]([CH3:30])[CH3:31])[CH2:25][CH2:24]3)=[O:22])[C:6]=2[CH:32]=1)=[O:37] |f:3.4,5.6|. Procedure details: Trans-5-amino-3-[4-(dimethylamino)cyclohexylcarbonylamino]-N-(5-chloropyridin-2-yl)benzofuran-2-carboxamide (100 mg) obtained in Example 180 is suspended in N,N-dimethylformamide (6 ml), and thereto are added successively methoxyacetic acid (23 mg), 1-hydroxybenzotriazole (39 mg) and 1-ethyl-3-(3-dimethylaminopropyl)-carbodiimide hydrochloride (55 mg) under ice-cooling, and the mixture is stirred at room temperature for 17 hours. To the reaction solution is poured a saturated aqueous sodium hydr...